Dataset: the Open Reaction Database (ORD), a public repository of structured organic reaction records. Task: describe an organic reaction: reactants, conditions, products, and yield Starting materials: COC(C(NC(NC1=CC=C(C=C1)F)=O)(C)C)=O (N-[(4-fluorophenyl)-carbamoyl]-2-methylalanine methyl ester), Cl (hydrochloric acid). Run in 6-N, CC(=O)C (acetone). The product is FC1=CC=C(C=C1)N1C(NC(C1=O)(C)C)=O (3-(4-fluorophenyl)-5,5-dimethylhydantoin). Reaction SMILES: CO[C:3](=[O:18])[C:4]([CH3:17])([CH3:16])[NH:5][C:6](=[O:15])[NH:7][C:8]1[CH:13]=[CH:12][C:11]([F:14])=[CH:10][CH:9]=1.Cl>CC(C)=O>[F:14][C:11]1[CH:10]=[CH:9][C:8]([N:7]2[C:3](=[O:18])[C:4]([CH3:16])([CH3:17])[NH:5][C:6]2=[O:15])=[CH:13][CH:12]=1. Reported procedure: A solution of 17.2 g (67.5 mmol) of N-[(4-fluorophenyl)-carbamoyl]-2-methylalanine methyl ester in 150 ml of 6-N aqueous hydrochloric acid and 50 ml of acetone was warmed on a steam bath for 2 hours. The mixture was then concentrated. The product, which had precipitated was dried at 40°/15 Torr and then recrystallized from toluene. The recrystallized product was dried at 50° C. for 20 hours, under greatly reduced pressure, to yield 3-(4-fluorophenyl)-5,5-dimethylhydantoin, m.p. 166°-167° C. Starting materials: CC(C)c1nc(COCc2ccccc2)n(Cc2ccc[nH]c2=O)c1Sc1cc(Cl)cc(Cl)c1, CCO, Cl. Reaction SMILES: [CH2:1]([c:2]1[cH:3][cH:4][cH:5][cH:6][cH:7]1)[O:8][CH2:9][c:10]1[n:11]([CH2:27][c:28]2[c:29](=[O:34])[nH:30][cH:31][cH:32][cH:33]2)[c:12]([S:18][c:19]2[cH:20][c:21]([Cl:26])[cH:22][c:23]([Cl:25])[cH:24]2)[c:13]([CH:15]([CH3:16])[CH3:17])[n:14]1.[CH3:35][CH2:36][OH:37].[ClH:38]>>[OH:8][CH2:9][c:10]1[n:11]([CH2:27][c:28]2[c:29](=[O:34])[nH:30][cH:31][cH:32][cH:33]2)[c:12]([S:18][c:19]2[cH:20][c:21]([Cl:26])[cH:22][c:23]([Cl:25])[cH:24]2)[c:13]([CH:15]([CH3:16])[CH3:17])[n:14]1. Yields the product CC(C)c1nc(CO)n(Cc2ccc[nH]c2=O)c1Sc1cc(Cl)cc(Cl)c1. The reactants are COC1=CC=C(C=C1)C1=NNC(C1)=O (3-(4-methoxyphenyl)-4,5-dihydro-1H-pyrazol-5-one), [H-].[Na+] (sodium hydride), ClC1=NC=NC2=CC(=C(C=C12)OC)OCCOC (4-chloro-6-methoxy-7-(2-methoxyethoxy)quinazoline). Run in CN(C)C=O (DMF). The product is COC=1C=C2C(=NC=NC2=CC1OCCOC)OC1=NNC(=C1)C1=CC=C(C=C1)OC (6-methoxy-7-(2-methoxyethoxy)-4-(5-(4-methoxyphenyl)pyrazol-3-yloxy)quinazoline). Isolated yield 59.2%. RXN SMILES: Cl[C:2]1[C:11]2[C:6](=[CH:7][C:8]([O:14][CH2:15][CH2:16][O:17][CH3:18])=[C:9]([O:12][CH3:13])[CH:10]=2)[N:5]=[CH:4][N:3]=1.[CH3:19][O:20][C:21]1[CH:26]=[CH:25][C:24]([C:27]2[CH2:31][C:30](=[O:32])[NH:29][N:28]=2)=[CH:23][CH:22]=1.[H-].[Na+]>CN(C=O)C>[CH3:13][O:12][C:9]1[CH:10]=[C:11]2[C:6](=[CH:7][C:8]=1[O:14][CH2:15][CH2:16][O:17][CH3:18])[N:5]=[CH:4][N:3]=[C:2]2[O:32][C:30]1[CH:31]=[C:27]([C:24]2[CH:25]=[CH:26][C:21]([O:20][CH3:19])=[CH:22][CH:23]=2)[NH:28][N:29]=1 |f:2.3|. Procedure details: Using an analogous procedure to that described for Example 9, 4-chloro-6-methoxy-7-(2-methoxyethoxy)quinazoline (134 mg, 0.5 mmol), (prepared as described for the starting material in Example 4), was reacted with 3-(4-methoxyphenyl)-4,5-dihydro-1H-pyrazol-5-one (190 mg, 1 mmol) in the presence of sodium hydride (40 mg, 1 mmol, prewashed with THF) in DMF (3 ml) to give 6-methoxy-7-(2-methoxyethoxy)-4-(5-(4-methoxyphenyl)pyrazol-3-yloxy)quinazoline (125 mg, 59%). Starting materials: CC1(C=2C=CC(=CC2C(=CC1)C1=CC=C(C=C1)C)C(=O)OC1=CC=C(C(=O)OCC[Si](C)(C)C)C=C1)C (2- trimethylsilylethyl 4[[(5,6-dihydro-5,5-dimethyl-8-(4-methylphenyl)-2-naphthalenyl)carbonyl]oxy]-benzoate), CC1(C=2C=CC(=CC2C(=CC1)C1=CC=C(C=C1)C)C(=O)OC1=CC=C(C(=O)OCC[Si](C)(C)C)C=C1)C (2- trimethylsilylethyl 4[[(5,6-dihydro-5,5-dimethyl-8-(4-methylphenyl)-2-naphthalenyl)carbonyl]oxy]-benzoate), solution, C(C)(=O)OCC (Ethyl acetate). Solvent: C1CCOC1 (THF), C1CCOC1 (THF). The product is CC1(C=2C=CC(=CC2C(=CC1)C1=CC=C(C=C1)C)C(=O)OC1=CC=C(C(=O)O)C=C1)C (4-[[(5,6-Dihydro-5,5-dimethyl-8-(4-methylphenyl)-2-naphthalenyl)carbonyl]oxy]-benzoic acid). As a reaction SMILES: [CH3:1][C:2]1([CH3:37])[CH2:11][CH:10]=[C:9]([C:12]2[CH:17]=[CH:16][C:15]([CH3:18])=[CH:14][CH:13]=2)[C:8]2[CH:7]=[C:6]([C:19]([O:21][C:22]3[CH:36]=[CH:35][C:25]([C:26]([O:28]CC[Si](C)(C)C)=[O:27])=[CH:24][CH:23]=3)=[O:20])[CH:5]=[CH:4][C:3]1=2.C(OCC)(=O)C>C1COCC1>[CH3:1][C:2]1([CH3:37])[CH2:11][CH:10]=[C:9]([C:12]2[CH:17]=[CH:16][C:15]([CH3:18])=[CH:14][CH:13]=2)[C:8]2[CH:7]=[C:6]([C:19]([O:21][C:22]3[CH:23]=[CH:24][C:25]([C:26]([OH:28])=[O:27])=[CH:35][CH:36]=3)=[O:20])[CH:5]=[CH:4][C:3]1=2. Reported procedure: A solution of 110.0 mg (0.213 mmol) 2- trimethylsilylethyl 4[[(5,6-dihydro-5,5-dimethyl-8-(4-methylphenyl)-2-naphthalenyl)carbonyl]oxy]-benzoate (Compound 38) and 167.3 mg of tetrabutylamrnmonium flouride (0.640 mmol, 0.64 ml of a 1M solution in THF) in 2.0 ml THF was stirred at room temperature for 22 hours. Ethyl acetate was added and the resulting solution washed with H2O and saturated aqueous NaCl then dried over MgSO4. Removal of the solvents under reduced pressure and washing of the residu... Reactants: BrCCO (2-bromoethanol), N1=CC=CC=C1 (pyridine), C(C=CC1=CC=CC=C1)(=O)Cl (cinnamic acid chloride). Run in C(C)C(=O)C (methyl ethyl ketone), C(C)C(=O)C (methyl ethyl ketone). Product: C(C=CC1=CC=CC=C1)(=O)OCCBr (2-bromoethyl cinnamate). Yield: 86.9%. As a reaction SMILES: [C:1](Cl)(=[O:10])[CH:2]=[CH:3][C:4]1[CH:9]=[CH:8][CH:7]=[CH:6][CH:5]=1.[Br:12][CH2:13][CH2:14][OH:15].N1C=CC=CC=1>C(C(C)=O)C>[C:1]([O:15][CH2:14][CH2:13][Br:12])(=[O:10])[CH:2]=[CH:3][C:4]1[CH:9]=[CH:8][CH:7]=[CH:6][CH:5]=1. Procedure details: 35.3 g (0.212 mol) of cinnamic acid chloride and 100 mL of methyl ethyl ketone were placed in a reaction vessel and stirred under a nitrogen atmosphere. 28.2 g (0.225 mol) of 2-bromoethanol and 21 g of pyridine were dissolved in 100 mL of methyl ethyl ketone and added dropwise in the aforementioned reaction vessel. After completion of dropping, the solution was refluxed with stirring for 2 hours and cooled. Pyridine hydrochloride was precipitated, and then separated from the solution by filtrati... Starting materials: ClCCl, [Na+], O=C([O-])O, COc1ccc(-c2c(C)nn3c(O)cc(C)nc23)c(OC)c1, O=P(Cl)(Cl)Cl. RXN SMILES: [Cl:33][CH2:34][Cl:35].[Na+:27].[O-:23][C:24]([OH:25])=[O:26].[OH:1][c:2]1[cH:3][c:4]([CH3:22])[n:5][c:6]2[n:7]1[n:8][c:9]([CH3:21])[c:10]2-[c:11]1[c:12]([O:19][CH3:20])[cH:13][c:14]([O:17][CH3:18])[cH:15][cH:16]1.[P:28]([Cl:29])([Cl:30])([Cl:31])=[O:32]>>[c:2]1([Cl:30])[cH:3][c:4]([CH3:22])[n:5][c:6]2[n:7]1[n:8][c:9]([CH3:21])[c:10]2-[c:11]1[c:12]([O:19][CH3:20])[cH:13][c:14]([O:17][CH3:18])[cH:15][cH:16]1. The product is COc1ccc(-c2c(C)nn3c(Cl)cc(C)nc23)c(OC)c1.